This data is from the Open Reaction Database (ORD), a public repository of structured organic reaction records. The task is: describe an organic reaction: reactants, conditions, products, and yield Reactants: C(C)(=O)O (Acetic acid), O[C@H]1CS[C@H]2N(C1)C([C@H]2NC(CC2=CC=CC=C2)=O)=O ((3R,6R,7R)-3-hydroxy-7-phenylacetamido cepham), C1(CCCCC1)N=C=NC1CCCCC1 (dicyclohexylcarbodiimide), FC(C(=O)O)(F)F.N1=CC=CC=C1 (pyridine trifluoroacetate). Solvent: O (water), CS(=O)C (dimethyl sulphoxide), C(C)(=O)OCC (ethyl acetate). Reaction conditions: time 2 hour. Product: C(=O)(NC1CCCCC1)NC1CCCCC1 (dicylohexylurea). Yield: 218.3%. RXN SMILES: [OH:1][C@@H]1CN2C(=O)[C@@H](NC(=O)CC3C=CC=CC=3)[C@H]2SC1.[CH:21]1([N:27]=[C:28]=[N:29][CH:30]2[CH2:35][CH2:34][CH2:33][CH2:32][CH2:31]2)[CH2:26][CH2:25][CH2:24][CH2:23][CH2:22]1.FC(F)(F)C(O)=O.N1C=CC=CC=1.C(O)(=O)C>CS(C)=O.C(OCC)(=O)C.O>[C:28]([NH:27][CH:21]1[CH2:22][CH2:23][CH2:24][CH2:25][CH2:26]1)([NH:29][CH:30]1[CH2:35][CH2:34][CH2:33][CH2:32][CH2:31]1)=[O:1] |f:2.3|. Procedure: A solution of (3R,6R,7R)-3-hydroxy-7-phenylacetamido cepham (6.0 g., 20.5 mmole) and dicyclohexylcarbodiimide (11.65 g., 56.6 mmole) in dimethyl sulphoxide (50 ml.) was treated with pyridine trifluoroacetate (1.37 g., 7.1 mmole) and the mixture was stirred at 26° for 11/2 hours. Acetic acid (6 ml.) and water (2 ml.) were added and the mixture was stirred for 30 minutes before being diluted with ethyl acetate (250 ml.) and filtered to give dicylohexylurea (10.04 g., 79%) as colourless prisms. The... Reactants: ClCCl, COC(=O)C=CCCN(Cc1ccccc1)C(=O)OC(C)(C)C, O=C(O)C(F)(F)F. Yields the product COC(=O)C=CCCNCc1ccccc1. As a reaction SMILES: [CH2:31]([Cl:32])[Cl:33].[CH3:1][O:2][C:3]([CH:4]=[CH:5][CH2:6][CH2:7][N:8]([CH2:9][c:10]1[cH:11][cH:12][cH:13][cH:14][cH:15]1)[C:16]([O:17][C:18]([CH3:19])([CH3:20])[CH3:21])=[O:22])=[O:23].[OH:24][C:25]([C:26]([F:27])([F:28])[F:29])=[O:30]>>[CH3:1][O:2][C:3]([CH:4]=[CH:5][CH2:6][CH2:7][NH:8][CH2:9][c:10]1[cH:11][cH:12][cH:13][cH:14][cH:15]1)=[O:23]. Reaction SMILES: [BH4-:31].[C:1](=[O:2])([OH:3])[CH2:4][CH2:5][CH2:6][CH2:7][CH2:8][CH2:9][N:10]1[C:11](=[O:12])[NH:13][C:14](=[O:15])[C:16]1=[CH:17][CH2:18][C:19]([CH2:20][CH2:21][CH2:22][CH2:23][CH3:24])=[O:25].[C:26](=[O:27])([OH:28])[O-:29].[ClH:33].[Na+:30].[Na+:32].[OH2:34]>>[C:1](=[O:2])([OH:3])[CH2:4][CH2:5][CH2:6][CH2:7][CH2:8][CH2:9][N:10]1[C:11](=[O:12])[NH:13][C:14](=[O:15])[C:16]1=[CH:17][CH2:18][CH:19]([CH2:20][CH2:21][CH2:22][CH2:23][CH3:24])[OH:25]. Yields the product CCCCCC(O)CC=C1C(=O)NC(=O)N1CCCCCCC(=O)O. Starting materials: [BH4-], CCCCCC(=O)CC=C1C(=O)NC(=O)N1CCCCCCC(=O)O, O=C([O-])O, Cl, [Na+], [Na+], O. Reactants: CCOC(=O)C1CCCN1C(=O)C(CC)CC, CO. Product: CCC(CC)C(=O)N1CCCC1C(=O)O. As a reaction SMILES: [CH2:1]([CH3:2])[O:3][C:4](=[O:5])[CH:6]1[N:7]([C:11]([CH:12]([CH2:13][CH3:14])[CH2:15][CH3:16])=[O:17])[CH2:8][CH2:9][CH2:10]1.[CH3:18][OH:19]>>[O:3]=[C:4]([OH:5])[CH:6]1[N:7]([C:11]([CH:12]([CH2:13][CH3:14])[CH2:15][CH3:16])=[O:17])[CH2:8][CH2:9][CH2:10]1. Starting materials: NCC1=C(C=C(C=C1)O)OC (4-aminomethyl-3-methoxy-phenol), IC(C)C (2-iodopropane), CC1([C@@H]2[C@H]1CC1=C(SC(=C21)C)C(=O)O)C ((1aS,5aR)-1,1,2-trimethyl-1,1a,5,5a-tetrahydro-3-thia-cyclopropa[a]pentalene-4-carboxylic acid). Product: COC1=C(CNC(=O)C2=C3C[C@@H]4[C@H](C3=C(S2)C)C4(C)C)C=CC(=C1)OC(C)C ((1aS,5aR)-1,1,2-Trimethyl-1,1a,5,5a-tetrahydro-3-thia-cyclopropa[a]pentalene-4-carboxylic acid 2-methoxy-4-isopropoxy-benzylamide). RXN SMILES: [NH2:1][CH2:2][C:3]1[CH:8]=[CH:7][C:6]([OH:9])=[CH:5][C:4]=1[O:10][CH3:11].I[CH:13]([CH3:15])[CH3:14].[CH3:16][C:17]1([CH3:30])[C@@H:19]2[CH2:20][C:21]3[C:25]([C@H:18]12)=[C:24]([CH3:26])[S:23][C:22]=3[C:27]([OH:29])=O>>[CH3:11][O:10][C:4]1[CH:5]=[C:6]([O:9][CH:13]([CH3:15])[CH3:14])[CH:7]=[CH:8][C:3]=1[CH2:2][NH:1][C:27]([C:22]1[S:23][C:24]([CH3:26])=[C:25]2[C:21]=1[CH2:20][C@H:19]1[C:17]([CH3:16])([CH3:30])[C@H:18]12)=[O:29]. Procedure: (1aS,5aR)-1,1,2-Trimethyl-1,1a,5,5a-tetrahydro-3-thia-cyclopropa[a]pentalene-4-carboxylic acid 2-methoxy-4-isopropoxy-benzylamide is prepared starting from 4-aminomethyl-3-methoxy-phenol, 2-iodopropane and (1aS,5aR)-1,1,2-trimethyl-1,1a,5,5a-tetrahydro-3-thia-cyclopropa[a]pentalene-4-carboxylic acid in analogy to the procedures given in Example 36. LC-MS: tR=1.12 min, [M+1]+=400.17.